This data is from the Open Reaction Database (ORD), a public repository of structured organic reaction records. The task is: describe an organic reaction: reactants, conditions, products, and yield The reactants are O1C(CCCC1)ONC(C[C@@]1(CCNCCS1(=O)=O)C=1SC(=CC1)Br)=O (N-(2-tetrahydropyranyloxy)-2-[(S)-7-(5-bromo-2-thienyl)-1,1-dioxoperhydro-1,4-thiazepin-7-yl]acetamide), N1=C(C=CC=C1)C(=O)O (2-pyridinecarboxylic acid), Cl.C(C)N=C=NCCCN(C)C (1-ethyl-3-(3-dimethylaminopropyl)carbodiimide hydrochloride), ON1N=NC2=C1C=CC=C2 (1-hydroxybenzotriazole). The solvent is CN(C=O)C (dimethylformamide). Run at temperature 0 celsius, time 2 hour. Product: O1C(CCCC1)ONC(C[C@@]1(CCN(CCS1(=O)=O)C(=O)C1=NC=CC=C1)C=1SC(=CC1)Br)=O (N-(2-tetrahydropyranyloxy)-2-[(S)-7-(5-bromo-2-thienyl)-4-(2-pyridinecarbonyl)-1,1-dioxoperhydro-1,4-thiazepin-7-yl]acetamide). The yield is 91.2%. Reaction SMILES: [O:1]1[CH2:6][CH2:5][CH2:4][CH2:3][CH:2]1[O:7][NH:8][C:9](=[O:26])[CH2:10][C@@:11]1([C:20]2[S:21][C:22]([Br:25])=[CH:23][CH:24]=2)[S:17](=[O:19])(=[O:18])[CH2:16][CH2:15][NH:14][CH2:13][CH2:12]1.[N:27]1[CH:32]=[CH:31][CH:30]=[CH:29][C:28]=1[C:33](O)=[O:34].Cl.C(N=C=NCCCN(C)C)C.ON1C2C=CC=CC=2N=N1>CN(C)C=O>[O:1]1[CH2:6][CH2:5][CH2:4][CH2:3][CH:2]1[O:7][NH:8][C:9](=[O:26])[CH2:10][C@@:11]1([C:20]2[S:21][C:22]([Br:25])=[CH:23][CH:24]=2)[S:17](=[O:19])(=[O:18])[CH2:16][CH2:15][N:14]([C:33]([C:28]2[CH:29]=[CH:30][CH:31]=[CH:32][N:27]=2)=[O:34])[CH2:13][CH2:12]1 |f:2.3|. Reported procedure: A mixture of N-(2-tetrahydropyranyloxy)-2-[(S)-7-(5-bromo-2-thienyl)-1,1-dioxoperhydro-1,4-thiazepin-7-yl]acetamide (2.40 g), 2-pyridinecarboxylic acid (695 mg), 1-ethyl-3-(3-dimethylaminopropyl)carbodiimide hydrochloride (1.48 g) and 1-hydroxybenzotriazole (1.04 g) in anhydrous dimethylformamide (24 ml) was stirred at 0° C. for 2 hours. The mixture was partitioned between ethyl acetate and water. The organic layer was separated, washed with saturated sodium bicarbonate solution, water and brine... Reactants: COc1ccc(-n2c(=O)c(C(=O)O)cc3cccnc32)cn1, CN(C)C=O, O=C(Cl)C(=O)Cl, ClCCl. The product is COc1ccc(-n2c(=O)c(C(=O)O)cc3cccnc32)cn1, [Cl-]. RXN SMILES: [CH3:1][O:2][c:3]1[cH:4][cH:5][c:6](-[n:9]2[c:10](=[O:22])[c:11]([C:19](=[O:20])[OH:21])[cH:12][c:13]3[cH:14][cH:15][cH:16][n:17][c:18]23)[cH:7][n:8]1.[CH3:29][N:30]([CH3:31])[CH:32]=[O:33].[Cl:23][C:24]([C:25]([Cl:26])=[O:27])=[O:28].[Cl:34][CH2:35][Cl:36]>>[CH3:1][O:2][c:3]1[cH:4][cH:5][c:6](-[n:9]2[c:10](=[O:22])[c:11]([C:19](=[O:20])[OH:21])[cH:12][c:13]3[cH:14][cH:15][cH:16][n:17][c:18]23)[cH:7][n:8]1.[Cl-:23]. Starting materials: BrC(Br)(Br)Br, COc1ccc(CO)cc1, c1ccc(P(c2ccccc2)c2ccccc2)cc1. Product: COc1ccc(CBr)cc1. RXN SMILES: [C:11]([Br:12])([Br:13])([Br:14])[Br:15].[CH3:1][O:2][c:3]1[cH:4][cH:5][c:6]([CH2:7][OH:8])[cH:9][cH:10]1.[c:16]1([P:17]([c:18]2[cH:19][cH:20][cH:21][cH:22][cH:23]2)[c:24]2[cH:25][cH:26][cH:27][cH:28][cH:29]2)[cH:30][cH:31][cH:32][cH:33][cH:34]1>>[CH3:1][O:2][c:3]1[cH:4][cH:5][c:6]([CH2:7][Br:12])[cH:9][cH:10]1. Procedure: tert-Butyl [5-(6-methoxy-1,3-benzoxazol-2-yl)pyridin-2-yl]carbamate (0.65 mmol) and sodium hydride (0.78 mmol) were dissolved in dry DMF (20 mL) at 0° C. After 5 min 1-bromo-2-fluoroethane (0.72 mmol) was added and the reaction was allowed to warm to r.t. After 2 h additional sodium hydride and 1-bromo-2-fluoroethane was added and the reaction mixture was stirred over night. The solvent was removed under reduced pressure and redissolved in EtOAc. Water was added and the layers separated. The aqu... Product: FCCN(C(OC(C)(C)C)=O)C1=NC=C(C=C1)C=1OC2=C(N1)C=CC(=C2)OC (tert-butyl (2-fluoroethyl)[5-(6-methoxy-1,3-benzoxazol-2-yl)pyridin-2-yl]carbamate). Run in CN(C)C=O (DMF). The reactants are COC1=CC2=C(N=C(O2)C=2C=CC(=NC2)NC(OC(C)(C)C)=O)C=C1 (tert-Butyl [5-(6-methoxy-1,3-benzoxazol-2-yl)pyridin-2-yl]carbamate), [H-].[Na+] (sodium hydride), BrCCF (1-bromo-2-fluoroethane), [H-].[Na+] (sodium hydride), BrCCF (1-bromo-2-fluoroethane). RXN SMILES: [CH3:1][O:2][C:3]1[CH:25]=[CH:24][C:6]2[N:7]=[C:8]([C:10]3[CH:11]=[CH:12][C:13]([NH:16][C:17](=[O:23])[O:18][C:19]([CH3:22])([CH3:21])[CH3:20])=[N:14][CH:15]=3)[O:9][C:5]=2[CH:4]=1.[H-].[Na+].Br[CH2:29][CH2:30][F:31]>CN(C=O)C>[F:31][CH2:30][CH2:29][N:16]([C:13]1[CH:12]=[CH:11][C:10]([C:8]2[O:9][C:5]3[CH:4]=[C:3]([O:2][CH3:1])[CH:25]=[CH:24][C:6]=3[N:7]=2)=[CH:15][N:14]=1)[C:17](=[O:23])[O:18][C:19]([CH3:22])([CH3:20])[CH3:21] |f:1.2|. Reactants: C(C)OC(C#C)=O (propiolic acid ethyl ester), C=1C=CC(=CC1)CCO (phenylethanol), CN1CCOCC1 (N-methylmorpholine). Run in C(C)OCC (diethylether). Conditions: time 24 hour. Yields the product C(C)OC(\C=C\OCCC1=CC=CC=C1)=O ((E)-3-Phenylethyloxy-acrylic acid ethyl ester). The yield is 71.3%. As a reaction SMILES: [CH2:1]([O:3][C:4](=[O:7])[C:5]#[CH:6])[CH3:2].[CH:8]1[CH:9]=[CH:10][C:11]([CH2:14][CH2:15][OH:16])=[CH:12][CH:13]=1.CN1CCOCC1>C(OCC)C>[CH2:1]([O:3][C:4](=[O:7])/[CH:5]=[CH:6]/[O:16][CH2:15][CH2:14][C:11]1[CH:12]=[CH:13][CH:8]=[CH:9][CH:10]=1)[CH3:2]. Procedure details: The reaction was performed in standard glassware under an atmosphere of N2. To 100 ml of diethylether were added 9.8 g (0.1 mol) of propiolic acid ethyl ester, 12.2 g (0.1 mol) phenylethanol and 10.1 g (0.1 mol) of N-methylmorpholine. This solution was kept without stirring at room temperature for 24 hours. The mixture was evaporated under vacuum and the residue purified by bulb to bulb distillation (bp: 70-75° C., 0.006 mbar) to yield 15.7 g (88%) of an oil. The reactants are CC=1C=C(C[Mg]Cl)C=C(C1)C (3,5-dimethylbenzylmagnesium chloride), C(C)C(=O)C (methyl ethyl ketone), [Mg] (magnesium), CC=1C=C(CCl)C=C(C1)C (3,5-dimethylbenzyl chloride). Run in C(C)OCC (diethyl ether). Reaction conditions: time 2 hour. Product: CC=1C=C(CC(C)(CC)O)C=C(C1)C (2-(3,5-dimethylbenzyl)-butan-2-ol). As a reaction SMILES: [CH3:1][C:2]1[CH:3]=[C:4]([CH:8]=[C:9]([CH3:11])[CH:10]=1)[CH2:5][Mg]Cl.[Mg].CC1C=C(C=C(C)C=1)CCl.[CH2:23]([C:25]([CH3:27])=[O:26])[CH3:24]>C(OCC)C>[CH3:1][C:2]1[CH:3]=[C:4]([CH:8]=[C:9]([CH3:11])[CH:10]=1)[CH2:5][C:25]([OH:26])([CH2:23][CH3:24])[CH3:27]. Reported procedure: 3,5-dimethylbenzylmagnesium chloride was manufactured from 2.6 g of magnesium powder and 15.5 g of 3,5-dimethylbenzyl chloride dissolved in 200 ml of diethyl ether and reacted with 7.5 g of methyl ethyl ketone in a temperature range of from 20° C. to 25° C. After 2 hours, the whole was poured onto ice and acidified, and the organic phase was separated off and extracted by shaking with water and sodium bicarbonate solution. After drying the organic phase with solid potassium carbonate, fractional... Yields the product Cl.Cl.N1(CCNCC1)CC1=CC=C(C(=O)OCOC(=O)N2C=C(C3=CC=CC=C23)CC(C)(C(NC(C)C2=CC=CC=C2)=O)NC(=O)OCC=2OC3=C(C2)C=CC=C3)C=C1 (3-[2-(Benzofuran-2-ylmethoxycarbonylamino)-2-(1-phenyl-ethylcarbamoyl)-propyl]-indole-1-carboxylic acid 4-piperazin-1-ylmethyl-benzoyloxymethyl ester dihydrochloride salt). Procedure details: NaHB(OAc)3 (42 mg, 0.2 mmol, 1.4 eq.) was added to a solution of compound 19 (0.1 g, 0.14 mmol) and piperazine (0.074 g, 0.85 mmol, 6 eq.) in dry chloroform (5 mL) under N2 in an ice bath and stirred 10 minutes. The reaction mixture stirred at room temperature for 19 hours. The reaction was worked up and purified similar as above to give compound 20e as a white foam (47.3 mg, 43%). Isolated yield 43.0%. Starting materials: NaHB(OAc)3, C(=O)C1=CC=C(C(=O)OCOC(=O)N2C=C(C3=CC=CC=C23)CC(C)(C(NC(C)C2=CC=CC=C2)=O)NC(=O)OCC=2OC3=C(C2)C=CC=C3)C=C1 (3-[2-(Benzofuran-2-ylmethoxycarbonylamino)-2-(1-phenyl-ethylcarbamoyl)-propyl]-indole-1-carboxylic acid 4-formylbenzoyloxymethyl ester), N1CCNCC1 (piperazine), C(Cl)(Cl)Cl (chloroform). Run at time 10 minute. Reaction SMILES: [CH:1]([C:3]1[CH:52]=[CH:51][C:6]([C:7]([O:9][CH2:10][O:11][C:12]([N:14]2[C:22]3[C:17](=[CH:18][CH:19]=[CH:20][CH:21]=3)[C:16]([CH2:23][C:24]([NH:37][C:38]([O:40][CH2:41][C:42]3[O:43][C:44]4[CH:50]=[CH:49][CH:48]=[CH:47][C:45]=4[CH:46]=3)=[O:39])([C:26](=[O:36])[NH:27][CH:28]([C:30]3[CH:35]=[CH:34][CH:33]=[CH:32][CH:31]=3)[CH3:29])[CH3:25])=[CH:15]2)=[O:13])=[O:8])=[CH:5][CH:4]=1)=O.[NH:53]1[CH2:58][CH2:57][NH:56][CH2:55][CH2:54]1.C(Cl)(Cl)[Cl:60]>>[ClH:60].[ClH:60].[N:53]1([CH2:1][C:3]2[CH:4]=[CH:5][C:6]([C:7]([O:9][CH2:10][O:11][C:12]([N:14]3[C:22]4[C:17](=[CH:18][CH:19]=[CH:20][CH:21]=4)[C:16]([CH2:23][C:24]([NH:37][C:38]([O:40][CH2:41][C:42]4[O:43][C:44]5[CH:50]=[CH:49][CH:48]=[CH:47][C:45]=5[CH:46]=4)=[O:39])([C:26](=[O:36])[NH:27][CH:28]([C:30]4[CH:31]=[CH:32][CH:33]=[CH:34][CH:35]=4)[CH3:29])[CH3:25])=[CH:15]3)=[O:13])=[O:8])=[CH:51][CH:52]=2)[CH2:58][CH2:57][NH:56][CH2:55][CH2:54]1 |f:3.4.5|. Reactants: C1(=CC=C(C=C1)S(=O)(=O)[O-])C.[NH+]1=CC=CC=C1 (Pyridinium p-toluenesulfonate), O1C(OCC1)C1=C2CCC(N(C2=C(C=C1)OC)CC=1C=NC(=CC1)C1=CSC=C1)=O (5-(1,3-dioxolan-2-yl)-8-methoxy-1-(6-thiophen-3-ylpyridin-3-ylmethyl)-3,4-dihydro-1H-quinolin-2-one). The solvent is CC(=O)C (acetone), O (water). Yields the product COC1=CC=C(C=2CCC(N(C12)CC=1C=NC(=CC1)C1=CSC=C1)=O)C=O (8-methoxy-1-(6-thiophen-3-ylpyridin-3-ylmethyl)-2-oxo-1,2,3,4-tetrahydroquinoline-5-carboxaldehyde). Isolated yield 111.6%. Reaction SMILES: C1(C)C=CC(S([O-])(=O)=O)=CC=1.[NH+]1C=CC=CC=1.[O:18]1CCO[CH:19]1[C:23]1[CH:32]=[CH:31][C:30]([O:33][CH3:34])=[C:29]2[C:24]=1[CH2:25][CH2:26][C:27](=[O:47])[N:28]2[CH2:35][C:36]1[CH:37]=[N:38][C:39]([C:42]2[CH:46]=[CH:45][S:44][CH:43]=2)=[CH:40][CH:41]=1>CC(C)=O.O>[CH3:34][O:33][C:30]1[C:29]2[N:28]([CH2:35][C:36]3[CH:37]=[N:38][C:39]([C:42]4[CH:46]=[CH:45][S:44][CH:43]=4)=[CH:40][CH:41]=3)[C:27](=[O:47])[CH2:26][CH2:25][C:24]=2[C:23]([CH:19]=[O:18])=[CH:32][CH:31]=1 |f:0.1|. Reported procedure: Pyridinium p-toluenesulfonate (PPTS) (0.24 g) was added to a mixed solution of 5-(1,3-dioxolan-2-yl)-8-methoxy-1-(6-thiophen-3-ylpyridin-3-ylmethyl)-3,4-dihydro-1H-quinolin-2-one (0.4 g) in acetone (8 ml) and water (4 ml), followed by heating under reflux 1.5 hours. The resulting mixture was concentrated under reduced pressure, subjected to extraction with dichloromethane, washed with water, washed with a saturated sodium chloride solution, dried over sodium sulfate, filtrated, and concentrated ... Reactants: CC1=C2N(C3=CC=CC=C13)C(N(CC2)C(C)C=2N=CN(C2C)C(C2=CC=CC=C2)(C2=CC=CC=C2)C2=CC=CC=C2)=O (3,4-dihydro-5-methyl-2-[1-(5-methyl-1-trityl-1H-imidazol-4-yl)ethyl]pyrimido[1,6-a]indol-1(2H)-one). Solvent: C(C)(=O)O (acetic acid), O (water). Conditions: temperature 60 celsius, time 2 hour. Product: CC1=C2N(C3=CC=CC=C13)C(N(CC2)C(C)C=2N=CNC2C)=O (3,4-dihydro-5-methyl-2-[1-(5-methyl-1H-imidazol-4-yl)ethyl]pyrimido[1,6-a]-indol-1(2H)-one). Reaction SMILES: [CH3:1][C:2]1[C:10]2[C:5](=[CH:6][CH:7]=[CH:8][CH:9]=2)[N:4]2[C:11](=[O:42])[N:12]([CH:15]([C:17]3[N:18]=[CH:19][N:20](C(C4C=CC=CC=4)(C4C=CC=CC=4)C4C=CC=CC=4)[C:21]=3[CH3:22])[CH3:16])[CH2:13][CH2:14][C:3]=12>C(O)(=O)C.O>[CH3:1][C:2]1[C:10]2[C:5](=[CH:6][CH:7]=[CH:8][CH:9]=2)[N:4]2[C:11](=[O:42])[N:12]([CH:15]([C:17]3[N:18]=[CH:19][NH:20][C:21]=3[CH3:22])[CH3:16])[CH2:13][CH2:14][C:3]=12. Reported procedure: A mixture of 3,4-dihydro-5-methyl-2-[1-(5-methyl-1-trityl-1H-imidazol-4-yl)ethyl]pyrimido[1,6-a]indol-1(2H)-one (60 mg) in 70% acetic acid in water (2.6 ml) was stirred at 60° C. for 2 hours. After evaporation of the solvent, the residue was dissolved in 10% methanol in chloroform. The mixture was washed with aqueous sodium bicarbonate solution and brine, dried over anhydrous magnesium sulfate, and evaporated in vacuo. The residue was purified by silica gel column chromatography (10% methanol-ch...